This data is from the Open Reaction Database (ORD), a public repository of structured organic reaction records. The task is: describe an organic reaction: reactants, conditions, products, and yield The reactants are B(Br)(Br)Br (boron tribromide), C(C)(C)C1=C(C(=O)O)C=CC=C1OC (2-isopropyl-3-methoxybenzoic acid). The solvent is ClCCl (dichloromethane), ClCCl (dichloromethane). Conditions: temperature 0 celsius, time 2 hour. Product: OC=1C(=C(C(=O)O)C=CC1)C(C)C (3-hydroxy-2-isopropylbenzoic acid). The yield is 97.5%. As a reaction SMILES: B(Br)(Br)Br.[CH:5]([C:8]1[C:16]([O:17]C)=[CH:15][CH:14]=[CH:13][C:9]=1[C:10]([OH:12])=[O:11])([CH3:7])[CH3:6]>ClCCl>[OH:17][C:16]1[C:8]([CH:5]([CH3:7])[CH3:6])=[C:9]([CH:13]=[CH:14][CH:15]=1)[C:10]([OH:12])=[O:11]. Procedure details: A solution of 1M boron tribromide in dichloromethane (15 mL, 15 mmol) was added dropwise to a solution of 2-isopropyl-3-methoxybenzoic acid in dichloromethane. After stirring for 2 hours, the reaction mixture was cooled to 0° C., quenched with water, and the layers were separated. The aqueous layer was extracted with dichloromethane. The combined organic extracts were dried over anhydrous sodium sulfate and concentrated in vacuo. Purification of the residue by silica gel flash chromatography, el... Reactants: N1=C(C=CC=C1)C(C#N)C1=CC=CC=C1 (2-(2-pyridyl)-2-phenylacetonitrile), [H-].[Na+] (sodium hydride), Cl.ClCC=1N=CNC1 (4-chloromethylimidazole hydrochloride). Run in CN(C=O)C (dimethylformamide), CN(C=O)C (dimethylformamide). Reaction conditions: time 1 hour. Yields the product N1C=NC(=C1)CC(C#N)(C1=NC=CC=C1)C1=CC=CC=C1 (3-(imidazol-4-yl)-2-phenyl-2-(2-pyridyl)-propanenitrile). Reaction SMILES: [N:1]1[CH:6]=[CH:5][CH:4]=[CH:3][C:2]=1[CH:7]([C:10]1[CH:15]=[CH:14][CH:13]=[CH:12][CH:11]=1)[C:8]#[N:9].[H-].[Na+].Cl.Cl[CH2:20][C:21]1[N:22]=[CH:23][NH:24][CH:25]=1>CN(C)C=O>[NH:24]1[CH:25]=[C:21]([CH2:20][C:7]([C:10]2[CH:11]=[CH:12][CH:13]=[CH:14][CH:15]=2)([C:2]2[CH:3]=[CH:4][CH:5]=[CH:6][N:1]=2)[C:8]#[N:9])[N:22]=[CH:23]1 |f:1.2,3.4|. Reported procedure: A 19.42 g. portion of 2-(2-pyridyl)-2-phenylacetonitrile was stirred with 4.8 g. of 50% sodium hydride in 50 ml. of dimethylformamide, and reacted with 7.65 g. of 4-chloromethylimidazole hydrochloride in 25 ml. of dimethylformamide as described in Example 1. The mixture was stirred at 80°-90° C. for 1 hour, the solvent was removed by evaporation under vacuum, and wthe residue was worked up as described in Example 1 to obtain 11.87 g. of the free base named in the heading above, m.p. 111°-115° C....